This data is from the Open Reaction Database (ORD), a public repository of structured organic reaction records. The task is: describe an organic reaction: reactants, conditions, products, and yield Starting materials: threo-4-fluoroglutamate ester, C1CCC(CC1)N=C=NC2CCCCC2.C=1C=CC2=C(C1)N=NN2O (DCC HOBt). The reagents and catalysts are CO (MeOH). Product: CCCCCCCCCCN (amine 10). RXN SMILES: C1CCC(N=C=[N:9][CH:10]2[CH2:15][CH2:14][CH2:13][CH2:12][CH2:11]2)CC1.[CH:16]1[CH:17]=CC2N(O)N=N[C:20]=2[CH:21]=1>CO>[CH3:17][CH2:16][CH2:21][CH2:20][CH2:11][CH2:12][CH2:13][CH2:14][CH2:15][CH2:10][NH2:9] |f:0.1|. Procedure details: Equation 2 shows the synthetic steps involved in the construction of the required N-[p methyl-aminobenzoyl]-glutamyl-γ-4-fluoroglutamic acid (12). The free acid 7 was obtained by treatment with Dowex 50WX8 in 60% EtOH/H2O. Coupling of the α, γ-carboxyl protected D,L-erythro, threo-4-fluoroglutamate ester to 8 was accomplished using DCC/HOBt giving the pipeptide 9 in 90% yield, hydrogenation of 9 in MeOH using 10% Pd on carbon catalyst gave the free amine 10 in quantitative yield. The reactants are N1CCCNCCNCCCNCCNCCNCCNCC1 (1,5,8,12,15,18,21-Heptaazacyclotricosane), FC(F)(F)[OH2+] (trifluoromethyl oxonium). Product: FC(N1CCCN(CCN(CCCN(CCN(CCN(CCN(CC1)C(F)(F)F)C(F)(F)F)C(F)(F)F)C(F)(F)F)C(F)(F)F)C(F)(F)F)(F)F (1,5,8,12,15,18,21-Heptakis(trifluoromethyl)-1,5,8,12,15,18,21-heptaazacyclotricosane). Isolated yield 50.2%. As a reaction SMILES: [NH:1]1[CH2:23][CH2:22][NH:21][CH2:20][CH2:19][NH:18][CH2:17][CH2:16][NH:15][CH2:14][CH2:13][NH:12][CH2:11][CH2:10][CH2:9][NH:8][CH2:7][CH2:6][NH:5][CH2:4][CH2:3][CH2:2]1.[F:24][C:25]([OH2+])([F:27])[F:26]>>[F:24][C:25]([F:27])([F:26])[N:1]1[CH2:23][CH2:22][N:21]([C:25]([F:27])([F:26])[F:24])[CH2:20][CH2:19][N:18]([C:25]([F:27])([F:26])[F:24])[CH2:17][CH2:16][N:15]([C:25]([F:27])([F:26])[F:24])[CH2:14][CH2:13][N:12]([C:25]([F:27])([F:26])[F:24])[CH2:11][CH2:10][CH2:9][N:8]([C:25]([F:27])([F:26])[F:24])[CH2:7][CH2:6][N:5]([C:25]([F:27])([F:26])[F:24])[CH2:4][CH2:3][CH2:2]1. Procedure: 8 g (0.024 mol) of 1,5,8,12,15,18,21-Heptaazacyclotricosane and 90.9 g (0.168 mol) of the trifluoromethyl oxonium salt were refluxed in an argon atmosphere for 3 hours to produce 9.7 g of 1,5,8,12,15,18,21-Heptakis(trifluoromethyl)-1,5,8,12,15,18,21-heptaazacyclotricosane represented by Formula 12 below. Reactants: C(C)(=O)NC(CCSC)C(=O)O (N-acetyl-DL-methionine). Reagents/catalysts: [Co](Cl)Cl (cobalt chloride). Run at temperature 37 celsius, time 30 minute. Product: N[C@@H](CCSC)C(=O)O (L-methionine). As a reaction SMILES: C([NH:4][CH:5]([C:10]([OH:12])=[O:11])[CH2:6][CH2:7][S:8][CH3:9])(=O)C>[Co](Cl)Cl>[NH2:4][C@H:5]([C:10]([OH:12])=[O:11])[CH2:6][CH2:7][S:8][CH3:9]. Reported procedure: The enzymatic activity of the complex is determined by contacting 500 mg. of complex with 50 ml. of an 0.4 weight percent solution of N-acetyl-DL-methionine in 0.1 M TRIS buffer, of pH 8, containing 5·10-4M of cobalt chloride, at 37° C., and agitated for 30 minutes. The complex is filtered and the L-methionine formed is determined in the filtrate. Reactants: CCOc1cc(CC(=O)NC(C(=O)OC)c2ccccc2N2CCCCC2)ccc1C(=O)OCc1ccccc1, CO. Product: CCOc1cc(CC(=O)NC(C(=O)OC)c2ccccc2N2CCCCC2)ccc1C(=O)O. As a reaction SMILES: [CH2:1]([CH3:2])[O:3][c:4]1[c:5]([C:6](=[O:7])[O:8][CH2:9][c:10]2[cH:11][cH:12][cH:13][cH:14][cH:15]2)[cH:16][cH:17][c:18]([CH2:20][C:21](=[O:22])[NH:23][CH:24]([c:25]2[c:26]([N:31]3[CH2:32][CH2:33][CH2:34][CH2:35][CH2:36]3)[cH:27][cH:28][cH:29][cH:30]2)[C:37](=[O:38])[O:39][CH3:40])[cH:19]1.[CH3:41][OH:42]>>[CH2:1]([CH3:2])[O:3][c:4]1[c:5]([C:6](=[O:7])[OH:8])[cH:16][cH:17][c:18]([CH2:20][C:21](=[O:22])[NH:23][CH:24]([c:25]2[c:26]([N:31]3[CH2:32][CH2:33][CH2:34][CH2:35][CH2:36]3)[cH:27][cH:28][cH:29][cH:30]2)[C:37](=[O:38])[O:39][CH3:40])[cH:19]1. Starting materials: ClC1=CC=NC2=CC(=CC=C12)OC (4-chloro-7-methoxyquinoline), ClC=1C=C(C=CC1Cl)I (3,4-dichloroiodobenzene). The product is ClC1=CC(=NC2=CC(=CC=C12)OC)C1=CC(=C(C=C1)Cl)Cl (4-Chloro-2-(3,4-dichloro-phenyl)-7-methoxy-quinoline). RXN SMILES: [Cl:1][C:2]1[C:11]2[C:6](=[CH:7][C:8]([O:12][CH3:13])=[CH:9][CH:10]=2)[N:5]=[CH:4][CH:3]=1.[Cl:14][C:15]1[CH:16]=[C:17](I)[CH:18]=[CH:19][C:20]=1[Cl:21]>>[Cl:1][C:2]1[C:11]2[C:6](=[CH:7][C:8]([O:12][CH3:13])=[CH:9][CH:10]=2)[N:5]=[C:4]([C:18]2[CH:17]=[CH:16][C:15]([Cl:14])=[C:20]([Cl:21])[CH:19]=2)[CH:3]=1. Procedure: The title compound, m. p. 122-131° C., MS: m/e=338 (M+), was prepared from 4-chloro-7-methoxyquinoline and 3,4-dichloroiodobenzene. Reactants: CCO (EtOH), C(#N)C1=CC2=C(N(C(=N2)C(C(F)(F)F)(O)C2=C3C=CN(C3=C(C=C2OC)C)C(=O)OC(C)(C)C)COCC[Si](C)(C)C)C=C1 ((±)-tert-butyl 4-(1-(5-cyano-1-((2-(trimethylsilyl)ethoxy)methyl)-1H-benzo[d]imidazol-2-yl)-2,2,2-trifluoro-1-hydroxyethyl)-5-methoxy-7-methyl-1H-indole-1-carboxylate), C(#N)C=1C=CC2=C(N(C(=N2)C(C(F)(F)F)(O)C2=C3C=CN(C3=C(C=C2OC)C)C(=O)OC(C)(C)C)COCC[Si](C)(C)C)C1 ((±)-tert-butyl 4-(1-(6-cyano-1-((2-(trimethylsilyl)ethoxy)methyl)-1H-benzo[d]imidazol-2-yl)-2,2,2-trifluoro-1-hydroxyethyl)-5-methoxy-7-methyl-1H-indole-1-carboxylate), S(=O)(Cl)Cl (thionyl chloride), Cl (HCl), CO (MeOH). The solvent is CN (methylamine), CN(C)C=O (DMF). Conditions: temperature 60 celsius. Product: C(#N)C1=CC2=C(NC(=N2)C(C(F)(F)F)(NC)C2=C3C=CN(C3=C(C=C2OC)C)C(=O)OC(C)(C)C)C=C1 ((±)-tert-butyl 4-(1-(5-cyano-1H-benzo[d]imidazol-2-yl)-2,2,2-trifluoro-1-(methylamino)ethyl)-5-methoxy-7-methyl-1H-indole-1-carboxylate). RXN SMILES: [C:1]([C:3]1[CH:44]=[CH:43][C:6]2[N:7](COCC[Si](C)(C)C)[C:8]([C:10]([C:16]3[C:24]([O:25][CH3:26])=[CH:23][C:22]([CH3:27])=[C:21]4[C:17]=3[CH:18]=[CH:19][N:20]4[C:28]([O:30][C:31]([CH3:34])([CH3:33])[CH3:32])=[O:29])(O)[C:11]([F:14])([F:13])[F:12])=[N:9][C:5]=2[CH:4]=1)#[N:2].[C:45](C1C=CC2N=C(C(C3C(OC)=CC(C)=C4C=3C=CN4C(OC(C)(C)C)=O)(O)C(F)(F)F)N(COCC[Si](C)(C)C)C=2C=1)#[N:46].Cl.CO.S(Cl)(Cl)=O.CCO>CN.CN(C=O)C>[C:1]([C:3]1[CH:44]=[CH:43][C:6]2[NH:7][C:8]([C:10]([C:16]3[C:24]([O:25][CH3:26])=[CH:23][C:22]([CH3:27])=[C:21]4[C:17]=3[CH:18]=[CH:19][N:20]4[C:28]([O:30][C:31]([CH3:34])([CH3:32])[CH3:33])=[O:29])([NH:46][CH3:45])[C:11]([F:14])([F:12])[F:13])=[N:9][C:5]=2[CH:4]=1)#[N:2]. Reported procedure: To a mixture of (±)-tert-butyl 4-(1-(5-cyano-1-((2-(trimethylsilyl)ethoxy)methyl)-1H-benzo[d]imidazol-2-yl)-2,2,2-trifluoro-1-hydroxyethyl)-5-methoxy-7-methyl-1H-indole-1-carboxylate and (±)-tert-butyl 4-(1-(6-cyano-1-((2-(trimethylsilyl)ethoxy)methyl)-1H-benzo[d]imidazol-2-yl)-2,2,2-trifluoro-1-hydroxyethyl)-5-methoxy-7-methyl-1H-indole-1-carboxylate (Example 33-A) (1.27 g, 2.014 mmol) was added 1.25 M HCl in MeOH (16.11 mL, 20.14 mmol) and the mixture was stirred at 60° C. After 40 minutes the...